Task: describe an organic reaction: reactants, conditions, products, and yield. Dataset: the Open Reaction Database (ORD), a public repository of structured organic reaction records Reactants: COc1nc2c(cc1Br)N(C)C(=O)CC2, C=C[Sn](CCCC)(CCCC)CCCC, CCOC(C)=O, [Cl-], C1COCCO1, O. The product is C=Cc1cc2c(nc1OC)CCC(=O)N2C. Reaction SMILES: [Br:1][c:2]1[c:3]([O:14][CH3:15])[n:4][c:5]2[c:10]([cH:11]1)[N:9]([CH3:12])[C:8](=[O:13])[CH2:7][CH2:6]2.[CH2:16]([CH2:17][CH2:29][CH3:30])[Sn:18]([CH2:19][CH2:20][CH2:21][CH3:22])([CH2:23][CH2:24][CH2:25][CH3:26])[CH:27]=[CH2:28].[CH3:39][CH2:40][O:41][C:42](=[O:43])[CH3:44].[Cl-:31].[O:32]1[CH2:33][CH2:34][O:35][CH2:36][CH2:37]1.[OH2:38]>>[c:2]1([CH:16]=[CH2:17])[c:3]([O:14][CH3:15])[n:4][c:5]2[c:10]([cH:11]1)[N:9]([CH3:12])[C:8](=[O:13])[CH2:7][CH2:6]2. Reactants: OC1=C(C=CC=C1)NC(C1=CC=CC=C1)=O (N-(2-Hydroxy-phenyl)-benzamide), C([O-])([O-])=O.[Cs+].[Cs+] (cesium carbonate), C(Br)C1CO1 (epibromohydrin). Yields the product O1C(C1)COC1=C(C=CC=C1)NC(C1=CC=CC=C1)=O (N-(2-Oxiranylmethoxy-phenyl)-benzamide). Reaction SMILES: [OH:1][C:2]1[CH:7]=[CH:6][CH:5]=[CH:4][C:3]=1[NH:8][C:9](=[O:16])[C:10]1[CH:15]=[CH:14][CH:13]=[CH:12][CH:11]=1.C(=O)([O-])[O-].[Cs+].[Cs+].[CH2:23]([CH:25]1[O:27][CH2:26]1)Br>>[O:27]1[CH2:26][CH:25]1[CH2:23][O:1][C:2]1[CH:7]=[CH:6][CH:5]=[CH:4][C:3]=1[NH:8][C:9](=[O:16])[C:10]1[CH:15]=[CH:14][CH:13]=[CH:12][CH:11]=1 |f:1.2.3|. Procedure details: To a stirred solution of N-(2-Hydroxy-phenyl)-benzamide (0.81 g, 3.80 mmol), and cesium carbonate (1.61 g, 4.94 mmol) in acetontrile was added epibromohydrin (0.63 ml, 7.60 mmol). After 4 hours the reaction mixture was partitioned between dichloromethane and water. After evaporation of the organic solvent the residue was crystallised from petroleum ether and diethyl ether yielding (0.741 g, 73%). The reactants are C(C)OC(=O)CN1C(=NC2=C1C=CC(=C2)N(CCN(C)C)S(=O)(=O)C)COC2=CC=C(C=C2)C(N)=N (1-ethoxycarbonylmethyl-2-[(4-amidinophenyl)-oxymethyl]-5-[N-(2-dimethylaminoethyl)-methanesulphonylamino]-benzimidazole), [OH-].[Na+] (sodium hydroxide). Yields the product OC(=O)CN1C(=NC2=C1C=CC(=C2)N(CCN(C)C)S(=O)(=O)C)COC2=CC=C(C=C2)C(N)=N (1-hydroxycarbonylmethyl-2-[(4-amidinophenyl)-oxymethyl]-5-[N-(2-dimethylaminoethyl)-methanesulphonylamino]-benzimidazole). RXN SMILES: C([O:3][C:4]([CH2:6][N:7]1[C:11]2[CH:12]=[CH:13][C:14]([N:16]([S:22]([CH3:25])(=[O:24])=[O:23])[CH2:17][CH2:18][N:19]([CH3:21])[CH3:20])=[CH:15][C:10]=2[N:9]=[C:8]1[CH2:26][O:27][C:28]1[CH:33]=[CH:32][C:31]([C:34](=[NH:36])[NH2:35])=[CH:30][CH:29]=1)=[O:5])C.[OH-].[Na+]>>[OH:5][C:4]([CH2:6][N:7]1[C:11]2[CH:12]=[CH:13][C:14]([N:16]([S:22]([CH3:25])(=[O:23])=[O:24])[CH2:17][CH2:18][N:19]([CH3:21])[CH3:20])=[CH:15][C:10]=2[N:9]=[C:8]1[CH2:26][O:27][C:28]1[CH:33]=[CH:32][C:31]([C:34](=[NH:35])[NH2:36])=[CH:30][CH:29]=1)=[O:3] |f:1.2|. Procedure details: Prepared analogously to Example 3 from 1-ethoxycarbonylmethyl-2-[(4-amidinophenyl)-oxymethyl]-5-[N-(2-dimethylaminoethyl)-methanesulphonylamino]-benzimidazole and sodium hydroxide solution. Starting materials: C(C)(=O)C=1C=NC=CC1CC1C(C2=CC=C(C=C2CC1)OC)=O (2-[(3-acetyl-4-pyridyl)methyl]-6-methoxy-tetralin-1-one), ClC1=C(CBr)C=CC=C1 (2-chlorobenzyl bromide). Yields the product [Br-].C(C)(=O)C=1C=[N+](C=CC1CC1C(C2=CC=C(C=C2CC1)OC)=O)CC1=C(C=CC=C1)Cl (2-[[3-acetyl-1-[(2-chlorophenyl)methyl]pyridin-1-ium-4-yl]methyl]-6-methoxy-tetralin-1-one bromide). Reaction SMILES: [C:1]([C:4]1[CH:5]=[N:6][CH:7]=[CH:8][C:9]=1[CH2:10][CH:11]1[CH2:20][CH2:19][C:18]2[C:13](=[CH:14][CH:15]=[C:16]([O:21][CH3:22])[CH:17]=2)[C:12]1=[O:23])(=[O:3])[CH3:2].[Cl:24][C:25]1[CH:32]=[CH:31][CH:30]=[CH:29][C:26]=1[CH2:27][Br:28]>>[Br-:28].[C:1]([C:4]1[CH:5]=[N+:6]([CH2:27][C:26]2[CH:29]=[CH:30][CH:31]=[CH:32][C:25]=2[Cl:24])[CH:7]=[CH:8][C:9]=1[CH2:10][CH:11]1[CH2:20][CH2:19][C:18]2[C:13](=[CH:14][CH:15]=[C:16]([O:21][CH3:22])[CH:17]=2)[C:12]1=[O:23])(=[O:3])[CH3:2] |f:2.3|. Reported procedure: The title compound 126 is prepared according to the procedure reported in Example 38.1 with compound 103 (62 mg, 0.2 mmol) and 2-chlorobenzyl bromide (39 μL, 0.3 mmol) as reactants. White solid. (Yield 72.3 mg, 70%). Yields the product COc1ccc(CN2C(=O)CC(C)(C)c3cc(Br)ccc32)cc1. Reactants: CC1(C)CC(=O)Nc2ccc(Br)cc21, C1CCOC1, COc1ccc(CCl)cc1, [H-], [Na+]. Reaction SMILES: [Br:1][c:2]1[cH:3][c:4]2[c:9]([cH:10][cH:11]1)[NH:8][C:7](=[O:12])[CH2:6][C:5]2([CH3:13])[CH3:14].[CH2:27]1[O:28][CH2:29][CH2:30][CH2:31]1.[CH3:17][O:18][c:19]1[cH:20][cH:21][c:22]([CH2:23][Cl:24])[cH:25][cH:26]1.[H-:16].[Na+:15]>>[Br:1][c:2]1[cH:3][c:4]2[c:9]([cH:10][cH:11]1)[N:8]([CH2:23][c:22]1[cH:21][cH:20][c:19]([O:18][CH3:17])[cH:26][cH:25]1)[C:7](=[O:12])[CH2:6][C:5]2([CH3:13])[CH3:14]. Starting materials: CN(C)Cc1ccc(CSCCN)o1, CCO, COc1ccc(Cc2cnc(N[N+](=O)[O-])[nH]c2=O)cn1. The product is COc1ccc(Cc2cnc(NCCSCc3ccc(CN(C)C)o3)[nH]c2=O)cn1. As a reaction SMILES: [CH3:21][N:22]([CH3:23])[CH2:24][c:25]1[cH:26][cH:27][c:28]([CH2:30][S:31][CH2:32][CH2:33][NH2:34])[o:29]1.[CH3:35][CH2:36][OH:37].[N+:1]([O-:2])(=[O:3])[NH:4][c:5]1[n:6][cH:7][c:8]([CH2:12][c:13]2[cH:14][n:15][c:16]([O:19][CH3:20])[cH:17][cH:18]2)[c:9](=[O:11])[nH:10]1>>[NH:4]([c:5]1[n:6][cH:7][c:8]([CH2:12][c:13]2[cH:14][n:15][c:16]([O:19][CH3:20])[cH:17][cH:18]2)[c:9](=[O:11])[nH:10]1)[CH2:33][CH2:32][S:31][CH2:30][c:28]1[cH:27][cH:26][c:25]([CH2:24][N:22]([CH3:21])[CH3:23])[o:29]1. Yields the product CC(C)(C)OC(=O)NC1CCN(CCn2c(=O)ccc3ncc(F)cc32)CC1. Starting materials: CC(=O)O[BH-](OC(C)=O)OC(C)=O, O=C([O-])O, CC(=O)O, ClC(Cl)Cl, O=CCn1c(=O)ccc2ncc(F)cc21, CC(C)(C)OC(=O)NC1CCNCC1, [Na+], [Na+]. As a reaction SMILES: [C:30]([O:31][BH-:32]([O:33][C:34](=[O:35])[CH3:36])[O:37][C:38](=[O:39])[CH3:40])(=[O:41])[CH3:42].[C:44](=[O:45])([O-:46])[OH:47].[CH3:53][C:54](=[O:55])[OH:56].[CH:49]([Cl:50])([Cl:51])[Cl:52].[F:1][c:2]1[cH:3][n:4][c:5]2[cH:6][cH:7][c:8](=[O:15])[n:9]([CH2:12][CH:13]=[O:14])[c:10]2[cH:11]1.[NH:16]1[CH2:17][CH2:18][CH:19]([NH:22][C:23]([O:24][C:25]([CH3:26])([CH3:27])[CH3:28])=[O:29])[CH2:20][CH2:21]1.[Na+:43].[Na+:48]>>[F:1][c:2]1[cH:3][n:4][c:5]2[cH:6][cH:7][c:8](=[O:15])[n:9]([CH2:12][CH2:13][N:16]3[CH2:17][CH2:18][CH:19]([NH:22][C:23]([O:24][C:25]([CH3:26])([CH3:27])[CH3:28])=[O:29])[CH2:20][CH2:21]3)[c:10]2[cH:11]1. Reactants: three, C(C1=CC=CC=C1)Br (benzyl bromide), CC1(OB(OC1(C)C)C=1C=NNC1)C (4-(4,4,5,5-tetramethyl-1,3,2-dioxaborolan-2-yl)-1H-pyrazole), [H-].[Na+] (Sodium hydride). The solvent is C1CCOC1 (THF). Conditions: temperature 0 celsius, time 30 minute. Product: C(C1=CC=CC=C1)N1N=CC(=C1)B1OC(C(O1)(C)C)(C)C (1-Benzyl-4-(4,4,5,5-tetramethyl-1,3,2-dioxaborolan-2-yl)-1H-pyrazole). The yield is 65.7%. RXN SMILES: [CH3:1][C:2]1([CH3:14])[C:6]([CH3:8])([CH3:7])[O:5][B:4]([C:9]2[CH:10]=[N:11][NH:12][CH:13]=2)[O:3]1.[H-].[Na+].[CH2:17](Br)[C:18]1[CH:23]=[CH:22][CH:21]=[CH:20][CH:19]=1>C1COCC1>[CH2:17]([N:12]1[CH:13]=[C:9]([B:4]2[O:5][C:6]([CH3:7])([CH3:8])[C:2]([CH3:14])([CH3:1])[O:3]2)[CH:10]=[N:11]1)[C:18]1[CH:23]=[CH:22][CH:21]=[CH:20][CH:19]=1 |f:1.2|. Procedure: Into a 100-mL three neck round-bottom flask, was placed a solution of 4-(4,4,5,5-tetramethyl-1,3,2-dioxaborolan-2-yl)-1H-pyrazole (3.60 g, 18.6 mmol) in THF (50 mL). Sodium hydride (742 mg, 18.6 mmol, 60% dispersion in mineral oil) was carefully added in portions at 0° C. The resulting mixture was stirred for 30 min at 0° C., then benzyl bromide (2.21 mL, 18.6 mmol) was added. The resulting mixture was stirred overnight at room temperature, then carefully quenched with water (10 mL). The pH of t...